Task: describe an organic reaction: reactants, conditions, products, and yield. Dataset: the Open Reaction Database (ORD), a public repository of structured organic reaction records Starting materials: N1C(=NCCC1)SCC=1NC(=C(C(C1C(=O)OCC)C1=CC(=CC=C1)[N+](=O)[O-])C(=O)OC)C ((-)-2-[(1,4,5,6-tetrahydropyrimidin-2-yl)thio]methyl-3-carboethoxy-5-carbomethoxy-4-(m-nitrophenyl)-6-methyl-1,4-dihydropyridine), Br.BrCCN (2-bromoethylaminehydrobromide), [OH-].[Na+] (NaOH), C(\C=C\C(=O)O)(=O)O (fumaric acid). Reagents/catalysts: [Br-].C(CCCCCCCCCCCCCCC)[P+](CCCC)(CCCC)CCCC (hexadecyltributyl phosphonium bromide). Solvent: CO (MeOH), C1=CC=CC=C1 (benzene), C(C)(=O)OCC (ethyl acetate). Reaction conditions: time 40 minute. Yields the product C(\C=C\C(=O)O)(=O)O.NCCSCC=1NC(=C(C(C1C(=O)OCC)C1=CC(=CC=C1)[N+](=O)[O-])C(=O)OC)C ((-)-2-(aminoethylthio)methyl-3-carboethoxy-5-carbomethoxy-4-(3-nitrophenyl)-6-methyl-1,4-dihydropyridine fumarate). RXN SMILES: N1CCCN=[C:2]1[S:7][CH2:8][C:9]1[NH:10][C:11]([CH3:33])=[C:12]([C:29]([O:31][CH3:32])=[O:30])[CH:13]([C:20]2[CH:25]=[CH:24][CH:23]=[C:22]([N+:26]([O-:28])=[O:27])[CH:21]=2)[C:14]=1[C:15]([O:17][CH2:18][CH3:19])=[O:16].Br.BrC[CH2:37][NH2:38].[OH-].[Na+].[C:41]([OH:48])(=[O:47])/[CH:42]=[CH:43]/[C:44]([OH:46])=[O:45]>[Br-].C([P+](CCCC)(CCCC)CCCC)CCCCCCCCCCCCCCC.C(OCC)(=O)C.CO.C1C=CC=CC=1>[C:41]([OH:48])(=[O:47])/[CH:42]=[CH:43]/[C:44]([OH:46])=[O:45].[NH2:38][CH2:37][CH2:2][S:7][CH2:8][C:9]1[NH:10][C:11]([CH3:33])=[C:12]([C:29]([O:31][CH3:32])=[O:30])[CH:13]([C:20]2[CH:25]=[CH:24][CH:23]=[C:22]([N+:26]([O-:28])=[O:27])[CH:21]=2)[C:14]=1[C:15]([O:17][CH2:18][CH3:19])=[O:16] |f:1.2,3.4,6.7,11.12|. Procedure: A mixture of (-)-2-[(1,4,5,6-tetrahydropyrimidin-2-yl)thio]methyl-3-carboethoxy-5-carbomethoxy-4-(m-nitrophenyl)-6-methyl-1,4-dihydropyridine (g 2), hexadecyltributyl phosphonium bromide (mg 180), 2-bromoethylaminehydrobromide (mg 900), NaOH (35%, ml 8) and benzene is stirred for 40 minutes at room temperature. After the usual work-up, an oily residue is obtained that is dissolved in ethyl acetate and treated with fumaric acid to give 1.9 g of (-)-2-(aminoethylthio)methyl-3-carboethoxy-5-carbome... Starting materials: Cl (hydrochloric acid), [OH-].[Na+] (sodium hydroxide), C1(CCCC2=CC=CC=C12)=O (1-tetralone), N1=CC(=CC=C1)C=O (pyridine-3-carboxaldehyde), CC(C)([O-])C.[K+] (potassium t-butoxide). Run in C(C)(C)(C)O (t-butanol). Yields the product N1=CC(=CC=C1)CC1=C(C2=CC=CC=C2C=C1)O (2-(3-Pyridylmethyl)-1-naphthol). Reaction SMILES: [C:1]1(=[O:11])[C:10]2[C:5](=[CH:6][CH:7]=[CH:8][CH:9]=2)[CH2:4][CH2:3][CH2:2]1.[N:12]1[CH:17]=[CH:16][CH:15]=[C:14]([CH:18]=O)[CH:13]=1.CC(C)([O-])C.[K+].Cl.[OH-].[Na+]>C(O)(C)(C)C>[N:12]1[CH:17]=[CH:16][CH:15]=[C:14]([CH2:18][C:2]2[CH:3]=[CH:4][C:5]3[C:10](=[CH:9][CH:8]=[CH:7][CH:6]=3)[C:1]=2[OH:11])[CH:13]=1 |f:2.3,5.6|. Procedure: A solution of 1-tetralone (5.85 g, 0.040 mole) and pyridine-3-carboxaldehyde (4.28 g, 0.40 mol) in t-butanol (400 mL) was treated with potassium t-butoxide (8.98 g, 0.080 mol) and the resulting mixture heated at reflux for 16 hours. After cooling to room temperature, the solution was poured into stirred 1.0N hydrochloric acid, and the pH of the resulting mixture was adjusted to 7.0 with 10% aqueous sodium hydroxide. The reactants are C=CC(=O)Nc1cc(C)ccc1O, CCO, c1ccc(C(c2ccccc2)N2CCNCC2)cc1. Product: Cc1ccc(O)c(NC(=O)CCN2CCN(C(c3ccccc3)c3ccccc3)CC2)c1. Reaction SMILES: [C:1]([CH:2]=[CH2:3])(=[O:4])[NH:5][c:6]1[c:7]([OH:13])[cH:8][cH:9][c:10]([CH3:12])[cH:11]1.[CH3:33][CH2:34][OH:35].[CH:14]([c:15]1[cH:16][cH:17][cH:18][cH:19][cH:20]1)([c:21]1[cH:22][cH:23][cH:24][cH:25][cH:26]1)[N:27]1[CH2:28][CH2:29][NH:30][CH2:31][CH2:32]1>>[C:1]([CH2:2][CH2:3][N:30]1[CH2:29][CH2:28][N:27]([CH:14]([c:15]2[cH:16][cH:17][cH:18][cH:19][cH:20]2)[c:21]2[cH:22][cH:23][cH:24][cH:25][cH:26]2)[CH2:32][CH2:31]1)(=[O:4])[NH:5][c:6]1[c:7]([OH:13])[cH:8][cH:9][c:10]([CH3:12])[cH:11]1. Starting materials: COC1=CC=C(C(C2=CC=C(C=C2)OC)(C2=CC=CC=C2)OCCCC(=O)OC2=CC=C(C=C2)[N+](=O)[O-])C=C1 (4-Nitrophenyl 4-(4,4'-dimethoxytrityloxy)butyrate), C1=CC=C(C=C1)C2(C3=CC=CC=C3OC4=CC=CC=C42)Cl (pixyl chloride), COC=1C(=C(C(C2=CC=CC=C2)(C2=CC=CC=C2)Cl)C=CC1)OC (dimethoxytrityl chloride). Run in CCOC(=O)C (EtOAc). Product: C1(=CC=CC=C1)C1(C2=CC=CC=C2OC=2C=CC=CC12)OCCCC(=O)OC1=CC=C(C=C1)[N+](=O)[O-] (4-Nitrophenyl 4-[(9-phenyl-9-xanthyl)oxy]butyrate). Yield: 80.0%. As a reaction SMILES: COC1C=CC([C:7]([O:22][CH2:23][CH2:24][CH2:25][C:26]([O:28][C:29]2[CH:34]=[CH:33][C:32]([N+:35]([O-:37])=[O:36])=[CH:31][CH:30]=2)=[O:27])([C:16]2[CH:21]=[CH:20][CH:19]=[CH:18][CH:17]=2)[C:8]2[CH:13]=[CH:12][C:11](OC)=[CH:10][CH:9]=2)=CC=1.C1C=CC(C2(Cl)C3C(=CC=CC=3)[O:53][C:52]3[C:47]2=[CH:48][CH:49]=[CH:50][CH:51]=3)=CC=1.COC1C(OC)=C(C=CC=1)C(Cl)(C1C=CC=CC=1)C1C=CC=CC=1>CCOC(C)=O>[C:16]1([C:7]2([O:22][CH2:23][CH2:24][CH2:25][C:26]([O:28][C:29]3[CH:30]=[CH:31][C:32]([N+:35]([O-:37])=[O:36])=[CH:33][CH:34]=3)=[O:27])[C:8]3[CH:13]=[CH:12][CH:11]=[CH:10][C:9]=3[O:53][C:52]3[C:51]2=[CH:50][CH:49]=[CH:48][CH:47]=3)[CH:17]=[CH:18][CH:19]=[CH:20][CH:21]=1. Procedure: This compound was synthesized using the same method used to synthesize 1a except that pixyl chloride (PxCl) was substituted for dimethoxytrityl chloride, to give 1b in 80% yield, mp 130°-130.5° C. (EtOAc). 1H NMR (CDCl3) δ 1.98 (m, 2H, H3), 2.7 (t, J=7.3 Hz, 2H, H2), 3.0 (t, J=5.8 Hz, 2H, H4), 7.0-7.5 (m, 15H, ArH), 8.2 (d, J=7.1 Hz, 2H PhNO2 m-H). 13C NMR (CDCl3) δ 25.0 (C3), 31.5 (C2), 61.8 (C4), 75.4 (CPh3), 116.3, 123.2, 123.5, 126.4, 126.6, 127.9, 129.1, 129.4, 148.9, 151.3 (Px C), 122.4, 1... Starting materials: C(C)OC(C(C(=O)OCC)CC1=CNC2=C(C=CC=C12)C(C1=CC=CC=C1)=O)=O (2-[(7-benzoyl-1H-indol-3-yl)methyl]propanedioic acid diethyl ester), C (charcoal). Run in [OH-].[Na+] (sodium hydroxide). Yields the product C(C1=CC=CC=C1)(=O)C=1C=CC=C2C(=CNC12)CC(C(=O)O)C(=O)O (2-[(7-Benzoyl-1H-indol-3-yl)methyl]propanedioic acid). Isolated yield 71.1%. Reaction SMILES: C([O:3][C:4](=[O:29])[CH:5]([CH2:11][C:12]1[C:20]2[C:15](=[C:16]([C:21](=[O:28])[C:22]3[CH:27]=[CH:26][CH:25]=[CH:24][CH:23]=3)[CH:17]=[CH:18][CH:19]=2)[NH:14][CH:13]=1)[C:6]([O:8]CC)=[O:7])C.C>[OH-].[Na+]>[C:21]([C:16]1[CH:17]=[CH:18][CH:19]=[C:20]2[C:15]=1[NH:14][CH:13]=[C:12]2[CH2:11][CH:5]([C:6]([OH:8])=[O:7])[C:4]([OH:29])=[O:3])(=[O:28])[C:22]1[CH:23]=[CH:24][CH:25]=[CH:26][CH:27]=1 |f:2.3|. Procedure: A mixture of 10.0 g (0.025 mole) of 2-[(7-benzoyl-1H-indol-3-yl)methyl]propanedioic acid diethyl ester in 150 ml of 3N sodium hydroxide was heated at reflux for 18 hr, then treated with charcoal, cooled and filtered. The dark yellow filtrate was acidified by the dropwise addition of 50 ml of concentration hydrochloric acid. The addition of 20 ml of methylene chloride caused by formation of a ppt., which was collected and recrystallized from chloroform-methanol to give 6.0 g (70%) of off-white cr...